This data is from the Open Reaction Database (ORD), a public repository of structured organic reaction records. The task is: describe an organic reaction: reactants, conditions, products, and yield The reactants are BrCC1=C(C=CC=C1)F (1-(bromomethyl)-2-fluorobenzene), CN1N=CC(=C1)N (1-methyl-1H-pyrazol-4-amine), ClC1=NC=C2C(=N1)NN=C2 (6-chloro-1H-pyrazolo[3,4-d]pyrimidine), ClC1=NC=C2C(=N1)N(N=C2)CC2=C(C=CC=C2)F (6-chloro-1-(2-fluorobenzyl)-1H-pyrazolo[3,4-d]pyrimidine). The product is FC1=C(CN2N=CC=3C2=NC(=NC3)NC=3C=NNC3)C=CC=C1 (1-(2-Fluorobenzyl)-N-(1H-pyrazol-4-yl)-1H-pyrazolo[3,4-d]pyrimidin-6-amine). RXN SMILES: BrCC1C=CC=CC=1F.ClC1N=C2NN=CC2=CN=1.Cl[C:21]1[N:26]=[C:25]2[N:27]([CH2:30][C:31]3[CH:36]=[CH:35][CH:34]=[CH:33][C:32]=3[F:37])[N:28]=[CH:29][C:24]2=[CH:23][N:22]=1.C[N:39]1[CH:43]=[C:42]([NH2:44])[CH:41]=[N:40]1>>[F:37][C:32]1[CH:33]=[CH:34][CH:35]=[CH:36][C:31]=1[CH2:30][N:27]1[C:25]2=[N:26][C:21]([NH:44][C:42]3[CH:43]=[N:39][NH:40][CH:41]=3)=[N:22][CH:23]=[C:24]2[CH:29]=[N:28]1. Procedure: The following compound was made according to the procedures in Example 1 (Step ii) using 1-(bromomethyl)-2-fluorobenzene and 6-chloro-1H-pyrazolo[3,4-d]pyrimidine followed by Example 1 (Step i) using 6-chloro-1-(2-fluorobenzyl)-1H-pyrazolo[3,4-d]pyrimidine and 1-methyl-1H-pyrazol-4-amine: Reactants: ClC1=C(C(=NC=2N1N=C(C2C)C2=CC(=CC=C2)Cl)C)C(C(=O)OCC)O (ethyl 2-(7-chloro-2-(3-chlorophenyl)-3,5-dimethylpyrazolo[1,5-a]pyrimidin-6-yl)-2-hydroxyacetate), CC(=O)OI1(C=2C=CC=CC2C(=O)O1)(OC(=O)C)OC(=O)C (Dess-Martin periodinane). The solvent is CCOC(=O)C (EtOAc), C(Cl)Cl (CH2Cl2). Conditions: time 1 hour. Yields the product ClC1=C(C(=NC=2N1N=C(C2C)C2=CC(=CC=C2)Cl)C)C(C(=O)OCC)=O (ethyl 2-(7-chloro-2-(3-chlorophenyl)-3,5-dimethylpyrazolo[1,5-a]pyrimidin-6-yl)-2-oxoacetate). Yield: 72.3%. As a reaction SMILES: [Cl:1][C:2]1[N:7]2[N:8]=[C:9]([C:12]3[CH:17]=[CH:16][CH:15]=[C:14]([Cl:18])[CH:13]=3)[C:10]([CH3:11])=[C:6]2[N:5]=[C:4]([CH3:19])[C:3]=1[CH:20]([OH:26])[C:21]([O:23][CH2:24][CH3:25])=[O:22].CC(OI1(OC(C)=O)(OC(C)=O)OC(=O)C2C=CC=CC1=2)=O>C(Cl)Cl.CCOC(C)=O>[Cl:1][C:2]1[N:7]2[N:8]=[C:9]([C:12]3[CH:17]=[CH:16][CH:15]=[C:14]([Cl:18])[CH:13]=3)[C:10]([CH3:11])=[C:6]2[N:5]=[C:4]([CH3:19])[C:3]=1[C:20](=[O:26])[C:21]([O:23][CH2:24][CH3:25])=[O:22]. Procedure details: To a solution of ethyl 2-(7-chloro-2-(3-chlorophenyl)-3,5-dimethylpyrazolo[1,5-a]pyrimidin-6-yl)-2-hydroxyacetate (5.4 g, 12.33 mmol) in CH2Cl2 (100 ml) was added Dess-Martin periodinane (5.75 g, 13.56 mmol). The reaction was stirred 1 hr, then diluted with EtOAc (600 mL) and washed with saturated aqueous NaHCO3 (200 mL). The organic layer was then dried (NaHSO4), filtered, and concentrated. The residue was triturate with Et2O, stirring vigorously for 30 min, collecting solids by vacuum. The sem... Starting materials: Cc1cc(NCc2ccccc2)c([N+](=O)[O-])c(O)n1, C[N+](C)(C)C, [Cl-], O=P(Cl)(Cl)Cl. The product is Cc1cc(NCc2ccccc2)c([N+](=O)[O-])c(Cl)n1. As a reaction SMILES: [CH2:1]([c:2]1[cH:3][cH:4][cH:5][cH:6][cH:7]1)[NH:8][c:9]1[c:10]([N+:17](=[O:18])[O-:19])[c:11]([OH:16])[n:12][c:13]([CH3:15])[cH:14]1.[CH3:26][N+:27]([CH3:28])([CH3:29])[CH3:30].[Cl-:25].[P:20]([Cl:21])([Cl:22])([Cl:23])=[O:24]>>[CH2:1]([c:2]1[cH:3][cH:4][cH:5][cH:6][cH:7]1)[NH:8][c:9]1[c:10]([N+:17](=[O:18])[O-:19])[c:11]([Cl:22])[n:12][c:13]([CH3:15])[cH:14]1. Starting materials: CC=1C=CC(=C(C1)N)SC1=CC=CC=C1 (5-Methyl-2-phenylsulfanyl-phenylamine), C(#N)C=1C(=NC(=CC1)CCC)N=CN(C)C (N′-(3-Cyano-6-propyl-pyridin-2-yl)-N,N-dimethyl-formamidine). Run in C(C)(=O)O (acetic acid), C(C)(=O)O (acetic acid). Reaction conditions: temperature 130 celsius. The product is CC=1C=CC(=C(C1)NC=1C2=C(N=CN1)N=C(C=C2)CCC)SC2=CC=CC=C2 ((5-Methyl-2-phenylsulfanyl-phenyl)-(7-propyl-pyrido[2,3-d]pyrimidin-4-yl)-amine). Reaction SMILES: [CH3:1][C:2]1[CH:3]=[CH:4][C:5]([S:9][C:10]2[CH:15]=[CH:14][CH:13]=[CH:12][CH:11]=2)=[C:6]([NH2:8])[CH:7]=1.C([C:18]1[C:19]([N:27]=[CH:28][N:29]([CH3:31])C)=[N:20][C:21]([CH2:24][CH2:25][CH3:26])=[CH:22][CH:23]=1)#N>C(O)(=O)C>[CH3:1][C:2]1[CH:3]=[CH:4][C:5]([S:9][C:10]2[CH:11]=[CH:12][CH:13]=[CH:14][CH:15]=2)=[C:6]([NH:8][C:31]2[C:18]3[CH:23]=[CH:22][C:21]([CH2:24][CH2:25][CH3:26])=[N:20][C:19]=3[N:27]=[CH:28][N:29]=2)[CH:7]=1. Procedure details: The product from Example 5I (49 mg 0.231 mmol) and the product from Example 128A (50 mg, 0.231 mmol) were dissolved in acetic acid (1 mL) and heated to 130° C. for 1.5 hours. After cooling to room temperature a solid in the acetic acid solvent appeared which was collected by filtration to provide the title compound as an acetic acid salt (68 mg, 62%). 1H NMR (300 MHz, DMSO-D6) δ ppm: 0.94 (t, J=7.4 Hz, 3H), 1.79 (m, 2H), 1.88 (s, 6H), 2.35 (s, 3H), 2.88 (t, J=7.6 Hz, 2H), 7.18 (m, 5H), 7.23 (m, ... The reactants are [BH4-], CS(C)=O, CC(=O)O, Cc1ccc(OCc2ccc(C=C[N+](=O)[O-])cc2)nc1, [Na+], O. The product is Cc1ccc(OCc2ccc(CC[N+](=O)[O-])cc2)nc1. Reaction SMILES: [BH4-:29].[CH3:1][S:2](=[O:3])[CH3:4].[CH3:25][C:26](=[O:27])[OH:28].[CH3:5][c:6]1[cH:7][cH:8][c:9]([O:12][CH2:13][c:14]2[cH:15][cH:16][c:17]([CH:20]=[CH:21][N+:22](=[O:23])[O-:24])[cH:18][cH:19]2)[n:10][cH:11]1.[Na+:30].[OH2:31]>>[CH3:5][c:6]1[cH:7][cH:8][c:9]([O:12][CH2:13][c:14]2[cH:15][cH:16][c:17]([CH2:20][CH2:21][N+:22](=[O:23])[O-:24])[cH:18][cH:19]2)[n:10][cH:11]1.